Dataset: the Open Reaction Database (ORD), a public repository of structured organic reaction records. Task: describe an organic reaction: reactants, conditions, products, and yield Starting materials: CN(C)CC(C(=O)OC)C1=CC=C(C(=O)OC(C)(C)C)C=C1 (tert-butyl 4-{1-[(dimethylamino)methyl]-2-methoxy-2-oxoethyl}benzoate), [OH-].[K+] (KOH), [OH-].[K+] (KOH). Run in C1CCOC1 (THF), CO (MeOH). Run at time 30 minute. Yields the product C(C)(C)(C)OC(=O)C1=CC=C(C=C1)C(C(=O)[O-])CN(C)C.[K+] (potassium 2-[4-(tert-butoxycarbonyl)phenyl]-3-(dimethylamino)propanoate). As a reaction SMILES: [CH3:1][N:2]([CH2:4][CH:5]([C:10]1[CH:22]=[CH:21][C:13]([C:14]([O:16][C:17]([CH3:20])([CH3:19])[CH3:18])=[O:15])=[CH:12][CH:11]=1)[C:6]([O:8]C)=[O:7])[CH3:3].[OH-].[K+:24]>C1COCC1.CO>[C:17]([O:16][C:14]([C:13]1[CH:21]=[CH:22][C:10]([CH:5]([CH2:4][N:2]([CH3:3])[CH3:1])[C:6]([O-:8])=[O:7])=[CH:11][CH:12]=1)=[O:15])([CH3:19])([CH3:18])[CH3:20].[K+:24] |f:1.2,5.6|. Procedure details: To a solution of tert-butyl 4-{1-[(dimethylamino)methyl]-2-methoxy-2-oxoethyl}benzoate (859 mg, 2.79 mmol) in THF (9 mL) and MeOH (3 mL) was added KOH (1N, 2.93 mL, 2.93 mmol). The reaction was stirred at room temperature for 30 minutes. An additional 100 μL of 1N KOH was added, and the solution was stirred for another 30 minutes. Concentration of the reaction mixture to dryness yielded potassium 2-[4-(tert-butoxycarbonyl)phenyl]-3-(dimethylamino)propanoate as a white solid that was carried on w... As a reaction SMILES: [CH3:29][N:30]([CH3:31])[CH:32]=[O:33].[CH3:3][C:4]1=[C:5]([c:23]2[cH:24][cH:25][cH:26][cH:27][cH:28]2)[C:6](=[O:22])[N:7]([C:10]([C:11]([CH:12]([C:13](=[O:14])[O:15][CH2:16][CH3:17])[CH3:18])=[O:19])([CH3:20])[CH3:21])[CH2:8][O:9]1.[H-:1].[Na+:2]>>[CH3:3][C:4]1=[C:5]([c:23]2[cH:24][cH:25][cH:26][cH:27][cH:28]2)[C:6](=[O:22])[N:7]([C:10]([C:11]([C:12]([C:13](=[O:14])[O:15][CH2:16][CH3:17])([CH3:18])[CH3:29])=[O:19])([CH3:20])[CH3:21])[CH2:8][O:9]1. The reactants are CN(C)C=O, CCOC(=O)C(C)C(=O)C(C)(C)N1COC(C)=C(c2ccccc2)C1=O, [H-], [Na+]. The product is CCOC(=O)C(C)(C)C(=O)C(C)(C)N1COC(C)=C(c2ccccc2)C1=O. The product is C1=CC=CC=2N(CC3=C(CC21)C=CC=C3)C(=O)C3=CC(=C(C=C3)NC(C3=C(C(=CC=C3)F)C)=O)Cl (N-[4-[(6,11-Dihydro-5H-dibenz[b,e]azepin-5-yl)-carbonyl]-2-chlorophenyl]-2-methyl-3-fluorobenzamide). Solvent: C(Cl)Cl (methylene chloride). Procedure details: A mixture of 1.0 g of 6,11-dihydro-5H-dibenz-[b,e]azepine, 0.80 g of N,N-diisopropylethylamine and 2.01 g of 4-[(2-methyl-3-fluorobenzoyl)amino]-3-chlorobenzoyl chloride in 100 ml of methylene chloride is stirred at room temperature for 18 hours. The reaction mixture is washed with water, saturated NaHCO3, dried (Na2SO4) and passed through a pad of hydrous magnesium silicate. Hexane is added to the filtrate at the boil to give 1.79 g of the desired product as a crystalline solid, m.p. 254°-256° ... Yield: 72.1%. The reactants are C1=CC=CC=2NCC3=C(CC21)C=CC=C3 (6,11-dihydro-5H-dibenz-[b,e]azepine), C(C)(C)N(C(C)C)CC (N,N-diisopropylethylamine), CC1=C(C(=O)NC2=C(C=C(C(=O)Cl)C=C2)Cl)C=CC=C1F (4-[(2-methyl-3-fluorobenzoyl)amino]-3-chlorobenzoyl chloride). Reaction SMILES: [CH:1]1[C:11]2[CH2:10][C:9]3[CH:12]=[CH:13][CH:14]=[CH:15][C:8]=3[CH2:7][NH:6][C:5]=2[CH:4]=[CH:3][CH:2]=1.C(N(CC)C(C)C)(C)C.[CH3:25][C:26]1[C:44]([F:45])=[CH:43][CH:42]=[CH:41][C:27]=1[C:28]([NH:30][C:31]1[CH:39]=[CH:38][C:34]([C:35](Cl)=[O:36])=[CH:33][C:32]=1[Cl:40])=[O:29]>C(Cl)Cl>[CH:1]1[C:11]2[CH2:10][C:9]3[CH:12]=[CH:13][CH:14]=[CH:15][C:8]=3[CH2:7][N:6]([C:35]([C:34]3[CH:38]=[CH:39][C:31]([NH:30][C:28](=[O:29])[C:27]4[CH:41]=[CH:42][CH:43]=[C:44]([F:45])[C:26]=4[CH3:25])=[C:32]([Cl:40])[CH:33]=3)=[O:36])[C:5]=2[CH:4]=[CH:3][CH:2]=1. Run at time 18 hour. Starting materials: solution, Cl (hydrochloric acid), C=C1CS[C@H]2N([C@H]1C(=O)OC(C)(C)C)C([C@H]2NC(CC2=CC=CC=C2)=O)=O (tert-butyl (4R, 6R, 7R) -3-methylene-7-phenylacetamido-cepham-4-carboxylate). The reagents and catalysts are [Ti](Cl)(Cl)(Cl)Cl (Titanium tetrachloride). The solvent is O (water), ClCCl (dichloromethane). Conditions: temperature 0 celsius, time 4 hour. Product: C=C1CS[C@H]2N([C@H]1C(=O)O)C([C@H]2NC(CC2=CC=CC=C2)=O)=O ((4R,6R,7R)-3-methylene-7-phenylacetamido-cepham-4-carboxylic acid). The yield is 60.2%. RXN SMILES: [CH2:1]=[C:2]1[C@H:7]([C:8]([O:10]C(C)(C)C)=[O:9])[N:6]2[C:15](=[O:27])[C@@H:16]([NH:17][C:18](=[O:26])[CH2:19][C:20]3[CH:25]=[CH:24][CH:23]=[CH:22][CH:21]=3)[C@H:5]2[S:4][CH2:3]1.Cl>ClCCl.O.[Ti](Cl)(Cl)(Cl)Cl>[CH2:1]=[C:2]1[C@H:7]([C:8]([OH:10])=[O:9])[N:6]2[C:15](=[O:27])[C@@H:16]([NH:17][C:18](=[O:26])[CH2:19][C:20]3[CH:21]=[CH:22][CH:23]=[CH:24][CH:25]=3)[C@H:5]2[S:4][CH2:3]1. Reported procedure: A stirred solution of tert-butyl (4R, 6R, 7R) -3-methylene-7-phenylacetamido-cepham-4-carboxylate (0.83 g, purity 93.7%, 2.0 mmol) in dichloromethane (80 ml) was cooled to 0° C. Titanium tetrachloride (0.66 ml, 6.0 mmol) was added in 1 min. After stirring for 4 h at 0° C., the suspension was mixed with a chilled 2M solution of hydrochloric acid in water (40 ml). The organic phase was separated and washed with a 1M solution of hydrochloric acid in water (20 ml), water (20 ml), and brine (20 ml). ... Starting materials: C(C)OC(=O)C1=CC=C(O1)CN1C(=NC2=C1C=CC=C2)N2CCNCCC2 (4-(1-(5-ethyoxycarbonylfur-2-ylmethyl)-1H-benzimidazol-2-yl)[1,4]diazepane), [O-]S(=O)(=O)[O-].[Na+].[Na+] (Glauber's salt), O1CCCC1 (tetrahydrofuran), [H-].[Al+3].[Li+].[H-].[H-].[H-] (lithium aluminum hydride). Run in ClCCl (dichloromethane), ClCCl (dichloromethane). Reaction conditions: temperature 0 celsius. Yields the product OCC1=CC=C(O1)CN1C(=NC2=C1C=CC=C2)N2CCNCCC2 (4-(1-(5-hydroxymethylfur-2-ylmethyl)-1H-benzimidazol-2-yl)[1,4]diazepane). RXN SMILES: C([O:3][C:4]([C:6]1[O:10][C:9]([CH2:11][N:12]2[C:16]3[CH:17]=[CH:18][CH:19]=[CH:20][C:15]=3[N:14]=[C:13]2[N:21]2[CH2:27][CH2:26][CH2:25][NH:24][CH2:23][CH2:22]2)=[CH:8][CH:7]=1)=O)C.O1CCCC1.[H-].[Al+3].[Li+].[H-].[H-].[H-].[O-]S([O-])(=O)=O.[Na+].[Na+]>ClCCl>[OH:3][CH2:4][C:6]1[O:10][C:9]([CH2:11][N:12]2[C:16]3[CH:17]=[CH:18][CH:19]=[CH:20][C:15]=3[N:14]=[C:13]2[N:21]2[CH2:27][CH2:26][CH2:25][NH:24][CH2:23][CH2:22]2)=[CH:8][CH:7]=1 |f:2.3.4.5.6.7,8.9.10|. Procedure details: Combine 2-chloro-1-(5-ethyoxycarbonylfur-2-ylmethyl)-1H-benzimidazole (9.50 g, 31.2 mmol) and [1,4]diazepane (6.24 g, 62.3 mmol), 1,8-diazabicyclo[5.4.0]undec-7-ene (5.6 mL, 37.4 mmol), and pyridine (90 mL). Heat to reflux. After 18 hours, cool to ambient temperature and evaporate in vacuo to give a residue. Chromatograph the residue on silica gel eluting sequentially with methanol and then 2% concentrated aqueous ammonia/methanol to give 4-(1-(5-ethyoxycarbonylfur-2-ylmethyl)-1H-benzimidazol-2-... Reactants: CC(CC1=CC=CC=C1)(C)O (2-methyl-1-phenyl-2-propanol), C(=O)([O-])[O-].[Na+].[Na+] (Na2CO3), S(O)(O)(=O)=O (sulfuric acid), [C-]#N.[Na+].CC(=O)O (NaCN AcOH), [C-]#N.[Na+] (NaCN). Run in C(C)(=O)O (acetic acid), CC(=O)O (AcOH), CC(=O)O (AcOH). The product is CC(CC1=CC=CC=C1)(C)NC=O (N-(1,1-Dimethyl-2-phenyl-ethyl)-formamide). As a reaction SMILES: [C-]#[N:2].[Na+].S(=O)(=O)(O)O.[C-]#N.[Na+].C[C:13]([OH:15])=O.[CH3:16][C:17](O)([CH3:25])[CH2:18][C:19]1[CH:24]=[CH:23][CH:22]=[CH:21][CH:20]=1.C([O-])([O-])=O.[Na+].[Na+]>C(O)(=O)C>[CH3:16][C:17]([NH:2][CH:13]=[O:15])([CH3:25])[CH2:18][C:19]1[CH:24]=[CH:23][CH:22]=[CH:21][CH:20]=1 |f:0.1,3.4.5,7.8.9|. Reported procedure: 11.3 g (230 mmol) NaCN are added to 60 mL AcOH. A combination of 30 mL AcOH and 60 mL concentrated sulfuric acid is carefully dropped into the NaCN/AcOH mixture while maintaining the temperature below 20° C. Then 30 mL (195 mmol) 2-methyl-1-phenyl-2-propanol, in 30 mL acetic acid, are added dropwise to the reaction mixture, again keeping the temperature below 20° C. After having finished the addition, the reaction mixture is stirred for an additional hour at r.t., poured onto ice water and is fi... Starting materials: Nc1cccc(S(N)(=O)=O)c1, O=S(=O)(Cl)Cl, c1ccc(-c2ccccc2)cc1. Product: NS(=O)(=O)c1cccc(NS(=O)(=O)c2ccc(-c3ccccc3)cc2)c1. RXN SMILES: [NH2:18][c:19]1[cH:20][c:21]([S:25](=[O:26])(=[O:27])[NH2:28])[cH:22][cH:23][cH:24]1.[S:1](=[O:2])(=[O:3])([Cl:4])[Cl:5].[c:6]1(-[c:12]2[cH:13][cH:14][cH:15][cH:16][cH:17]2)[cH:7][cH:8][cH:9][cH:10][cH:11]1>>[S:1](=[O:2])(=[O:3])([c:9]1[cH:8][cH:7][c:6](-[c:12]2[cH:13][cH:14][cH:15][cH:16][cH:17]2)[cH:11][cH:10]1)[NH:18][c:19]1[cH:20][c:21]([S:25](=[O:26])(=[O:27])[NH2:28])[cH:22][cH:23][cH:24]1. Starting materials: COC(=O)c1cnc(OC)c(C)c1, ClC(Cl)(Cl)Cl, CC(C)(C#N)N=NC(C)(C)C#N, O=C1CCC(=O)N1Br. Yields the product COC(=O)c1cnc(OC)c(CBr)c1. RXN SMILES: [CH3:1][O:2][C:3]([c:4]1[cH:5][n:6][c:7]([O:11][CH3:12])[c:8]([CH3:10])[cH:9]1)=[O:13].[Cl:34][C:35]([Cl:36])([Cl:37])[Cl:38].[N:22]#[C:23][C:24]([N:25]=[N:26][C:27]([C:28]#[N:29])([CH3:30])[CH3:31])([CH3:32])[CH3:33].[O:14]=[C:15]1[N:16]([Br:21])[C:17](=[O:18])[CH2:19][CH2:20]1>>[CH3:1][O:2][C:3]([c:4]1[cH:5][n:6][c:7]([O:11][CH3:12])[c:8]([CH2:10][Br:21])[cH:9]1)=[O:13]. Reactants: OC(=O)C(F)(F)F.N1CC(C1)NC(CNC1=NOC2=C1C=C(C=C2)C(F)(F)F)=O (N-Azetidin-3-yl-2-(5-trifluoromethyl-benzo[d]isoxazol-3-ylamino)-acetamide TFA salt), C(C)(C)(C)OC(NC1CCC(CC1)=O)=O ((4-oxo-cyclohexyl)-carbamic acid tert-butyl ester). The product is C(C)(C)(C)OC(NC1CCC(CC1)N1CC(C1)NC(CNC1=NOC2=C1C=C(C=C2)C(F)(F)F)=O)=O ((4-{3-[2-(5-Trifluoromethyl-benzo[d]isoxazol-3-ylamino)-acetylamino]-azetidin-1-yl}-cyclohexyl)-carbamic acid tert-butyl ester). As a reaction SMILES: OC(C(F)(F)F)=O.[NH:8]1[CH2:11][CH:10]([NH:12][C:13](=[O:29])[CH2:14][NH:15][C:16]2[C:20]3[CH:21]=[C:22]([C:25]([F:28])([F:27])[F:26])[CH:23]=[CH:24][C:19]=3[O:18][N:17]=2)[CH2:9]1.[C:30]([O:34][C:35](=[O:44])[NH:36][CH:37]1[CH2:42][CH2:41][C:40](=O)[CH2:39][CH2:38]1)([CH3:33])([CH3:32])[CH3:31]>>[C:30]([O:34][C:35](=[O:44])[NH:36][CH:37]1[CH2:38][CH2:39][CH:40]([N:8]2[CH2:11][CH:10]([NH:12][C:13](=[O:29])[CH2:14][NH:15][C:16]3[C:20]4[CH:21]=[C:22]([C:25]([F:27])([F:26])[F:28])[CH:23]=[CH:24][C:19]=4[O:18][N:17]=3)[CH2:9]2)[CH2:41][CH2:42]1)([CH3:33])([CH3:31])[CH3:32] |f:0.1|. Procedure details: The title compound was prepared as a white solid from reaction of (N-Azetidin-3-yl-2-(5-trifluoromethyl-benzo[d]isoxazol-3-ylamino)-acetamide TFA salt (as prepared in Example 1, Step D) and (4-oxo-cyclohexyl)-carbamic acid tert-butyl ester using the procedure described in Step E of Example 1.